From a dataset of the Open Reaction Database (ORD), a public repository of structured organic reaction records. describe an organic reaction: reactants, conditions, products, and yield Starting materials: NC=1C=C2C=CC=NC2=CC1 (6-aminoquinoline), FC(OC1=CC=C(C=C1)N=C=O)(F)F (4-(trifluoromethoxy)phenyl isocyanate). Yields the product N1=CC=CC2=CC(=CC=C12)NC(=O)NC1=CC=C(C=C1)OC(F)(F)F (N-[quinolin-6-yl]-N′-[4-(trifluoromethoxy)phenyl]urea). Reaction SMILES: [NH2:1][C:2]1[CH:3]=[C:4]2[C:9](=[CH:10][CH:11]=1)[N:8]=[CH:7][CH:6]=[CH:5]2.[F:12][C:13]([F:25])([F:24])[O:14][C:15]1[CH:20]=[CH:19][C:18]([N:21]=[C:22]=[O:23])=[CH:17][CH:16]=1>>[N:8]1[C:9]2[C:4](=[CH:3][C:2]([NH:1][C:22]([NH:21][C:18]3[CH:19]=[CH:20][C:15]([O:14][C:13]([F:12])([F:24])[F:25])=[CH:16][CH:17]=3)=[O:23])=[CH:11][CH:10]=2)[CH:5]=[CH:6][CH:7]=1. Procedure details: Prepared from 6-aminoquinoline and 4-(trifluoromethoxy)phenyl isocyanate. m/z (ES+) 348 (M+H)+.